This data is from the Open Reaction Database (ORD), a public repository of structured organic reaction records. The task is: describe an organic reaction: reactants, conditions, products, and yield Starting materials: NC1=CC(=C(C(=C1)Cl)NC(CN1C(CN(CC1)CCCCC(C1=CC=C(C=C1)F)C1=CC=C(C=C1)F)C)=O)Cl (N-(4-amino-2,6-dichlorophenyl)-4-[5,5-bis(4-fluorophenyl)pentyl]-2-methyl-1-piperazineacetamide), C(C)(=O)O (acetic acid), [O-]C#N.[K+] (potassium cyanate). Solvent: O (water). Conditions: time 8 hour. Product: NC(=O)NC1=CC(=C(C(=C1)Cl)NC(CN1C(CN(CC1)CCCCC(C1=CC=C(C=C1)F)C1=CC=C(C=C1)F)C)=O)Cl (N-[4-[(aminocarbonyl)amino]-2,6-dichlorophenyl]-4-[5,5-bis(4-fluorophenyl)pentyl]-2-methyl-1-piperazineacetamide). Isolated yield 51.9%. Reaction SMILES: [NH2:1][C:2]1[CH:7]=[C:6]([Cl:8])[C:5]([NH:9][C:10](=[O:38])[CH2:11][N:12]2[CH2:17][CH2:16][N:15]([CH2:18][CH2:19][CH2:20][CH2:21][CH:22]([C:30]3[CH:35]=[CH:34][C:33]([F:36])=[CH:32][CH:31]=3)[C:23]3[CH:28]=[CH:27][C:26]([F:29])=[CH:25][CH:24]=3)[CH2:14][CH:13]2[CH3:37])=[C:4]([Cl:39])[CH:3]=1.C(O)(=O)C.[O-:44][C:45]#[N:46].[K+]>O>[NH2:46][C:45]([NH:1][C:2]1[CH:7]=[C:6]([Cl:8])[C:5]([NH:9][C:10](=[O:38])[CH2:11][N:12]2[CH2:17][CH2:16][N:15]([CH2:18][CH2:19][CH2:20][CH2:21][CH:22]([C:23]3[CH:28]=[CH:27][C:26]([F:29])=[CH:25][CH:24]=3)[C:30]3[CH:31]=[CH:32][C:33]([F:36])=[CH:34][CH:35]=3)[CH2:14][CH:13]2[CH3:37])=[C:4]([Cl:39])[CH:3]=1)=[O:44] |f:2.3|. Procedure details: To a stirred solution of 4.5 parts of N-(4-amino-2,6-dichlorophenyl)-4-[5,5-bis(4-fluorophenyl)pentyl]-2-methyl-1-piperazineacetamide in 60 parts of acetic acid was added dropwise a solution of 1.02 parts of potassium cyanate in 17 parts of water. Upon completion, stirring was continued overnight at room temperature. The reaction mixture was evaporated and the residue was taken up in water. The whole was treated with an ammonium hydroxide solution and the product was extracted twice with dichlor... Reactants: [OH-].[Na+] (sodium hydroxide), C1(=CC=CC=C1)[C@H](C)NC(C[C@@H](C[C@@H](\C=C\C=1N(C2=CC=CC=C2C1C1=CC=C(C=C1)F)C(C)C)O)O)=O ((E)-(3R,5S)-7-[3-(4-Fluoro-phenyl)-1-isopropyl-1H-indol-2-yl]-3,5-dihydroxy-hept-6-enoic acid ((S)-1-phenyl-ethyl)-amide), [OH-].[Na+] (sodium hydroxide), Cl (hydrochloric acid), C1(CC1)C1=NC2=CC=CC=C2C(=C1/C=C/[C@H](C[C@H](CC(=O)O)O)O)C1=CC=C(C=C1)F ((E)-(3R,5S)-7-[2-Cyclopropyl-4-(4-fluoro-phenyl)-quinolin-3-yl]-3,5-dihydroxy-hept-6-enoic acid). Yields the product [Na+].FC1=CC=C(C=C1)C1=C(N(C2=CC=CC=C12)C(C)C)/C=C/[C@H](C[C@H](CC(=O)[O-])O)O ((E)-(3R,5S)-7-[3-(4-Fluoro-phenyl)-1-isopropyl-1H-indol-2-yl]-3,5-dihydroxy-hept-6-enoic acid sodium salt). RXN SMILES: [C:1]1([C@@H](NC(=O)C[C@H](O)C[C@H](O)/C=C/C2N(C(C)C)C3C(C=2C2C=CC(F)=CC=2)=CC=CC=3)C)C=CC=CC=1.[OH-].[Na+:40].[CH:41]1([C:44]2[C:53](/[CH:54]=[CH:55]/[C@@H:56]([OH:64])[CH2:57][C@@H:58]([OH:63])[CH2:59][C:60]([OH:62])=[O:61])=[C:52]([C:65]3[CH:70]=[CH:69][C:68]([F:71])=[CH:67][CH:66]=3)[C:51]3[C:46](=[CH:47][CH:48]=[CH:49][CH:50]=3)[N:45]=2)CC1.Cl>>[Na+:40].[F:71][C:68]1[CH:69]=[CH:70][C:65]([C:52]2[C:51]3[C:46](=[CH:47][CH:48]=[CH:49][CH:50]=3)[N:45]([CH:44]([CH3:1])[CH3:41])[C:53]=2/[CH:54]=[CH:55]/[C@@H:56]([OH:64])[CH2:57][C@@H:58]([OH:63])[CH2:59][C:60]([O-:62])=[O:61])=[CH:66][CH:67]=1 |f:1.2,5.6|. Reported procedure: can be prepared from (E)-(3R,5S)-7-[3-(4-Fluoro-phenyl)-1-isopropyl-1H-indol-2-yl]-3,5-dihydroxy-hept-6-enoic acid ((S)-1-phenyl-ethyl)-amide by hydrolysis with sodium hydroxide according to the procedure described above for the preparation of (E)-(3R,5S)-7-[2-Cyclopropyl-4-(4-fluoro-phenyl)-quinolin-3-yl]-3,5-dihydroxy-hept-6-enoic acid. After completion of the hydrolysis, excess sodium hydroxide is neutralised by addition of hydrochloric acid and the solvent is evaporated under reduced pressur... Starting materials: ClC1=NC2=CC=C(C=C2C=C1)[N+](=O)[O-] (2-chloro-6-nitro-quinoline), CC1=CC=C(O1)CN (5-methyl-2-furanmethanamine), C(C)(C)N=C=O (isopropyl isocyanate). The product is C(C)(C)NC(=O)NC=1C=C2C=CC(=NC2=CC1)NCC=1OC(=CC1)C (1-Isopropyl-3-{2-[(5-methyl-furan-2-ylmethyl)-amino]-quinolin-6-yl}-urea). Reaction SMILES: Cl[C:2]1[CH:11]=[CH:10][C:9]2[C:4](=[CH:5][CH:6]=[C:7]([N+:12]([O-])=O)[CH:8]=2)[N:3]=1.[CH3:15][C:16]1[O:20][C:19]([CH2:21][NH2:22])=[CH:18][CH:17]=1.[CH:23]([N:26]=[C:27]=[O:28])([CH3:25])[CH3:24]>>[CH:23]([NH:26][C:27]([NH:12][C:7]1[CH:8]=[C:9]2[C:4](=[CH:5][CH:6]=1)[N:3]=[C:2]([NH:22][CH2:21][C:19]1[O:20][C:16]([CH3:15])=[CH:17][CH:18]=1)[CH:11]=[CH:10]2)=[O:28])([CH3:25])[CH3:24]. Procedure details: The title compound, MS: m/e=339.3 (M+H+), was prepared in accordance with the general method of example 14 from 2-chloro-6-nitro-quinoline, 5-methyl-2-furanmethanamine and isopropyl isocyanate. The reactants are NC1=C2C=CC=NC2=C2N=CC=CC2=C1 (5-Amino-1,10-phenanthroline), C1(CCCC(=O)O1)=O (glutaric anhydride). The solvent is N1=CC=CC=C1 (pyridine), C(C)N(CC)CC (triethylamine). The product is NC1=C2C=CC=NC2=C2N=CC=CC2=C1.C1(CCCC(N1)=O)=O (5-Amino-1,10-phenanthroline glutarimide). The yield is 94.4%. Reaction SMILES: [NH2:1][C:2]1[CH:15]=[C:14]2[C:9]([N:10]=[CH:11][CH:12]=[CH:13]2)=[C:8]2[C:3]=1[CH:4]=[CH:5][CH:6]=[N:7]2.[C:16]1(=[O:23])O[C:20](=[O:21])[CH2:19][CH2:18][CH2:17]1>N1C=CC=CC=1.C(N(CC)CC)C>[NH2:1][C:2]1[CH:15]=[C:14]2[C:9]([N:10]=[CH:11][CH:12]=[CH:13]2)=[C:8]2[C:3]=1[CH:4]=[CH:5][CH:6]=[N:7]2.[C:16]1(=[O:23])[NH:1][C:20](=[O:21])[CH2:19][CH2:18][CH2:17]1 |f:4.5|. Procedure details: 5-Amino-1,10-phenanthroline (350 mg, 1.8 mmol) was refluxed with glutaric anhydride (2.0g, 17.5 mmol) in pyridine (3 mL) and triethylamine (3 mL) for 2 hours. The reaction mixture was reduced to a viscous oil by rotary evaporation. Column purification on silica with 10% methanol in methylene chloride (product produced bright red spots with Fe(II) on TLC) gave the crude product (320 mg 1.1 mmol). Further purification of the crude product was by recrystallization once from 30 mL boiling water to g... Reactants: [BH4-].[Na+] (sodium borohydride), O=C(CC[C@H]1[C@H](CN(CC1)CC#CC=1SC=CC1)C(=O)OC)C1=CC=NC2=CC=C(C=C12)OC (methyl (3R,4R)-4-[3-oxo-3-(6-methoxyquinolin-4-yl)propyl]-1-[3-(thien-2-yl)prop-2-ynyl]-piperidine-3-carboxylate). Solvent: CO (methanol), O (water), O (water). Run at temperature 25 celsius, time 2.5 hour. Product: OC(CC[C@H]1[C@H](CN(CC1)CC#CC=1SC=CC1)C(=O)OC)C1=CC=NC2=CC=C(C=C12)OC (methyl (3R,4R)-4-[3-(R,S)-hydroxy-3-(6-methoxyquinolin4-yl)propyl]-1-[3-(thien-2-yl)prop-2-ynyl]piperidine-3-carboxylate). Isolated yield 80.9%. Reaction SMILES: [BH4-].[Na+].[O:3]=[C:4]([C:25]1[C:34]2[C:29](=[CH:30][CH:31]=[C:32]([O:35][CH3:36])[CH:33]=2)[N:28]=[CH:27][CH:26]=1)[CH2:5][CH2:6][C@@H:7]1[CH2:12][CH2:11][N:10]([CH2:13][C:14]#[C:15][C:16]2[S:17][CH:18]=[CH:19][CH:20]=2)[CH2:9][C@@H:8]1[C:21]([O:23][CH3:24])=[O:22]>CO.O>[OH:3][CH:4]([C:25]1[C:34]2[C:29](=[CH:30][CH:31]=[C:32]([O:35][CH3:36])[CH:33]=2)[N:28]=[CH:27][CH:26]=1)[CH2:5][CH2:6][C@@H:7]1[CH2:12][CH2:11][N:10]([CH2:13][C:14]#[C:15][C:16]2[S:17][CH:18]=[CH:19][CH:20]=2)[CH2:9][C@@H:8]1[C:21]([O:23][CH3:24])=[O:22] |f:0.1|. Procedure: 0.15 g of sodium borohydride was added in one portion, at a temperature in the region of 20° C. and under an inert atmosphere, to a stirred solution of 1.6 g of methyl (3R,4R)-4-[3-oxo-3-(6-methoxyquinolin-4-yl)propyl]-1-[3-(thien-2-yl)prop-2-ynyl]-piperidine-3-carboxylate in 15 cm3 of methanol. The mixture was subsequently stirred for 2.5 hours at a temperature in the region of 25° C. 15 cm3 of distilled water were then added dropwise over approximately 10 minutes while maintaining at a tempera...